This data is from the Open Reaction Database (ORD), a public repository of structured organic reaction records. The task is: describe an organic reaction: reactants, conditions, products, and yield Starting materials: C1CCCCC1 (cyclohexane), [N+](=O)([O-])C=1C=NNC1 (4-Nitro-1H-pyrazole), BrCC1COC=2C=NC3=CC=C(C=C3C2C1)OC (3-bromomethyl-6-methoxy-3,4-dihydro-2H-1-oxa-9-aza-phenanthrene), C(C)(C)N(C(C)C)CC (N,N-diisopropylethylamine). Run in C(C)(=O)OCC (ethyl acetate), CN(C=O)C (N,N-dimethylformamide). Conditions: temperature 80 celsius, time 24 hour. The product is COC=1C=C2C=3CC(COC3C=NC2=CC1)CN1N=CC(=C1)[N+](=O)[O-] (6-methoxy-3-(4-nitro-pyrazol-1-ylmethyl)-3,4-dihydro-2H-1-oxa-9-aza-phenanthrene). Isolated yield 64.0%. RXN SMILES: [N+:1]([C:4]1[CH:5]=[N:6][NH:7][CH:8]=1)([O-:3])=[O:2].Br[CH2:10][CH:11]1[CH2:24][C:23]2[C:22]3[C:17](=[CH:18][CH:19]=[C:20]([O:25][CH3:26])[CH:21]=3)[N:16]=[CH:15][C:14]=2[O:13][CH2:12]1.C(N(CC)C(C)C)(C)C.C1CCCCC1>CN(C)C=O.C(OCC)(=O)C>[CH3:26][O:25][C:20]1[CH:21]=[C:22]2[C:17](=[CH:18][CH:19]=1)[N:16]=[CH:15][C:14]1[O:13][CH2:12][CH:11]([CH2:10][N:6]3[CH:5]=[C:4]([N+:1]([O-:3])=[O:2])[CH:8]=[N:7]3)[CH2:24][C:23]2=1. Reported procedure: 4-Nitro-1H-pyrazole (118 mg, 1.02 mmol, 1.0 eq) is added at room temperature to a stirred solution of 3-bromomethyl-6-methoxy-3,4-dihydro-2H-1-oxa-9-aza-phenanthrene (350 mg, 1.02 mmol, 1.0 eq) in N,N-dimethylformamide (12 mL), followed by N,N-diisopropylethylamine (196 μL, 1.12 mmol, 1.1 eq). After 24 hours stirring at 80° C., solvent is removed and the residue is extracted with dichloromethane (3×20 mL) and water (20 mL). The combined organic layers are dried over sodium sulfate, filtered and ... The reactants are ClC1=C2C(=NC=C1)C=C(S2)C(=O)N2C[C@@H](CC2)OC ((3R)-(7-chloro-thieno[3,2-b]pyridin-2-yl)-(3-methoxy-pyrrolidin-1-yl)-methanone), ClC1=C(NC2=CC=C(C=C12)N)C (3-chloro-2-methyl-1H-indol-5-ylamine). Solvent: CCO (EtOH). Yields the product ClC1=C(NC2=CC=C(C=C12)NC1=C2C(=NC=C1)C=C(S2)C(=O)N2C[C@@H](CC2)OC)C ((3R)-[7-(3-Chloro-2-methyl-1H-indol-5-ylamino)-thieno[3,2-b]pyridin-2-yl]-(3-methoxy-pyrrolidin-1-yl)-methanone). Isolated yield 85.3%. As a reaction SMILES: Cl[C:2]1[CH:7]=[CH:6][N:5]=[C:4]2[CH:8]=[C:9]([C:11]([N:13]3[CH2:17][CH2:16][C@@H:15]([O:18][CH3:19])[CH2:14]3)=[O:12])[S:10][C:3]=12.[Cl:20][C:21]1[C:29]2[C:24](=[CH:25][CH:26]=[C:27]([NH2:30])[CH:28]=2)[NH:23][C:22]=1[CH3:31]>CCO>[Cl:20][C:21]1[C:29]2[C:24](=[CH:25][CH:26]=[C:27]([NH:30][C:2]3[CH:7]=[CH:6][N:5]=[C:4]4[CH:8]=[C:9]([C:11]([N:13]5[CH2:17][CH2:16][C@@H:15]([O:18][CH3:19])[CH2:14]5)=[O:12])[S:10][C:3]=34)[CH:28]=2)[NH:23][C:22]=1[CH3:31]. Procedure: A solution of (3R)-(7-chloro-thieno[3,2-b]pyridin-2-yl)-(3-methoxy-pyrrolidin-1-yl)-methanone (75 mg, 0.25 mmol) and 3-chloro-2-methyl-1H-indol-5-ylamine (45 mg, 0.25 mmol) in EtOH (10 mL) was heated to reflux. After 48 h the reaction mixture was concentrated onto silica gel (5 mL) and purified on silica gel by flash column chromatography CH2Cl2/MeOH/NH4OH (95/41) to afford the title compound as a yellow solid, (94 mg). MS: 441.2/443.2, 407.2 (MH+); HPLC Rf: 4.93 min.; HPLC purity: 98%. Reactants: OC(CC1=CC(=NN1COCC[Si](C)(C)C)C(=O)O)(C)C (5-(2-hydroxy-2-methylpropyl)-1-((2-(trimethylsilyl)ethoxy)-methyl)-1H-pyrazole-3-carboxylic acid), N[C@H](CN1N=C(C=C1)C1=CC(=C(C#N)C(=C1)F)Cl)C ((S)-4-(1-(2-amino-propyl)-1H-pyrazol-3-yl)-2-chloro-6-fluorobenzonitrile). Product: ClC=1C=C(C=C(C1C#N)F)C1=NN(C=C1)C[C@H](C)NC(=O)C1=NN(C(=C1)CC(C)(C)O)COCC[Si](C)(C)C ((S)—N-(1-(3-(3-Chloro-4-cyano-5-fluorophenyl)-1H-pyrazol-1-yl)propan-2-yl)-5-(2-hydroxy-2-methylpropyl)-1-((2-(trimethylsilyl)ethoxy)methyl)-1H-pyrazole-3-carboxamide). Reaction SMILES: [OH:1][C:2]([CH3:21])([CH3:20])[CH2:3][C:4]1[N:8]([CH2:9][O:10][CH2:11][CH2:12][Si:13]([CH3:16])([CH3:15])[CH3:14])[N:7]=[C:6]([C:17]([OH:19])=O)[CH:5]=1.[NH2:22][C@@H:23]([CH3:40])[CH2:24][N:25]1[CH:29]=[CH:28][C:27]([C:30]2[CH:37]=[C:36]([F:38])[C:33]([C:34]#[N:35])=[C:32]([Cl:39])[CH:31]=2)=[N:26]1>>[Cl:39][C:32]1[CH:31]=[C:30]([C:27]2[CH:28]=[CH:29][N:25]([CH2:24][C@@H:23]([NH:22][C:17]([C:6]3[CH:5]=[C:4]([CH2:3][C:2]([OH:1])([CH3:21])[CH3:20])[N:8]([CH2:9][O:10][CH2:11][CH2:12][Si:13]([CH3:14])([CH3:15])[CH3:16])[N:7]=3)=[O:19])[CH3:40])[N:26]=2)[CH:37]=[C:36]([F:38])[C:33]=1[C:34]#[N:35]. Procedure: The title compound was prepared using the procedure described in Example 32(e) starting from 5-(2-hydroxy-2-methylpropyl)-1-((2-(trimethylsilyl)ethoxy)-methyl)-1H-pyrazole-3-carboxylic acid (1.59 mmol, 500 mg) and (S)-4-(1-(2-amino-propyl)-1H-pyrazol-3-yl)-2-chloro-6-fluorobenzonitrile (1.59 mmol, 442 mg). The product was purified by flash-chromatography. Yield 295 mg. 1H-NMR (400 MHz; DMSO-d6): δ −0.13 (s, 9H), 0.68 (t, 2H), 1.06 (s, 3H), 1.08 (s, 3H), 1.20 (d, 3H), 2.61 (s, 2H), 3.40 (t, 2H), ... The reactants are [H-].[Na+] (sodium hydride), C(C1=CC=CC=C1)Br (benzyl bromide), CN(C)C=O (DMF), CN(C)C=O (DMF), C(CCCCO)O (1,5-pentanediol), CN(C)C=O (DMF). Solvent: O (water), O (water). Run at temperature -20 celsius, time 30 minute. The product is C(C1=CC=CC=C1)OCCCCCO (5-benzyloxypentan-1-ol). RXN SMILES: [H-].[Na+].CN(C=O)C.[CH2:8]([OH:14])[CH2:9][CH2:10][CH2:11][CH2:12][OH:13].[CH2:15](Br)[C:16]1[CH:21]=[CH:20][CH:19]=[CH:18][CH:17]=1>O>[CH2:15]([O:13][CH2:12][CH2:11][CH2:10][CH2:9][CH2:8][OH:14])[C:16]1[CH:21]=[CH:20][CH:19]=[CH:18][CH:17]=1 |f:0.1|. Reported procedure: 31.5 g of sodium hydride (60% strength) are ire educed into 900 ml of abs. DMF in portions at room temperature. 104.8 ml of 1,5-pentanediol in 450 ml of abs. DMF are added dropwise to the suspension cooled to −20° C., such that the internal temperature does not exceed −15° C. After addition is complete, a solution of 121 ml of benzyl bromide in 870 ml of abs. DMF is rapidly added dropwise and the reaction mixture is then stirred at room temperature for 30 minutes. The reaction is ended by carefu... Yields the product COc1cc2c(nc1OC)c(-c1cc3cccnc3n1S(=O)(=O)c1ccc(C)cc1)cn2CCN1CCN(C)CC1. The reactants are CN1CCNCC1, CC#N, Cl, COc1cc2c(nc1OC)c(-c1cc3cccnc3n1S(=O)(=O)c1ccc(C)cc1)cn2CCI, [K+], [K+], O=C([O-])[O-]. RXN SMILES: [CH3:42][N:43]1[CH2:44][CH2:45][NH:46][CH2:47][CH2:48]1.[CH3:50][C:51]#[N:52].[ClH:49].[I:7][CH2:8][CH2:9][n:10]1[cH:11][c:12](-[c:23]2[cH:24][c:25]3[c:26]([n:27][cH:28][cH:29][cH:30]3)[n:31]2[S:32](=[O:33])(=[O:34])[c:35]2[cH:36][cH:37][c:38]([CH3:41])[cH:39][cH:40]2)[c:13]2[n:14][c:15]([O:21][CH3:22])[c:16]([O:19][CH3:20])[cH:17][c:18]12.[K+:1].[K+:2].[O-:3][C:4]([O-:5])=[O:6]>>[CH2:8]([CH2:9][n:10]1[cH:11][c:12](-[c:23]2[cH:24][c:25]3[c:26]([n:27][cH:28][cH:29][cH:30]3)[n:31]2[S:32](=[O:33])(=[O:34])[c:35]2[cH:36][cH:37][c:38]([CH3:41])[cH:39][cH:40]2)[c:13]2[n:14][c:15]([O:21][CH3:22])[c:16]([O:19][CH3:20])[cH:17][c:18]12)[N:46]1[CH2:45][CH2:44][N:43]([CH3:42])[CH2:48][CH2:47]1. Reactants: O=C(O)C1=c2ccccc2=CC=C2CC=CC=C21, NC1CCN(CCc2ccccc2)C1. The product is O=C(NC1CCN(CCc2ccccc2)C1)C1=c2ccccc2=CC=C2CC=CC=C21. As a reaction SMILES: [CH2:1]1[CH:2]=[CH:3][CH:4]=[C:5]2[C:6]([C:16](=[O:17])[OH:18])=[c:7]3[c:8]([cH:12][cH:13][cH:14][cH:15]3)=[CH:9][CH:10]=[C:11]12.[NH2:19][CH:20]1[CH2:21][N:22]([CH2:25][CH2:26][c:27]2[cH:28][cH:29][cH:30][cH:31][cH:32]2)[CH2:23][CH2:24]1>>[CH2:1]1[CH:2]=[CH:3][CH:4]=[C:5]2[C:6]([C:16](=[O:17])[NH:19][CH:20]3[CH2:21][N:22]([CH2:25][CH2:26][c:27]4[cH:28][cH:29][cH:30][cH:31][cH:32]4)[CH2:23][CH2:24]3)=[c:7]3[c:8]([cH:12][cH:13][cH:14][cH:15]3)=[CH:9][CH:10]=[C:11]12.